This data is from the Open Reaction Database (ORD), a public repository of structured organic reaction records. The task is: describe an organic reaction: reactants, conditions, products, and yield RXN SMILES: [C:1]([O:10][CH3:11])(=[O:9])[C:2]1[C:3](=[CH:5][CH:6]=[CH:7][CH:8]=1)[OH:4].[CH2:12]=[O:13]>[Cl-].[Zn+2].[Cl-].C(O)(=O)C>[C:1]([O:10][CH3:11])(=[O:9])[C:2]1[C:3](=[CH:5][CH:6]=[CH:7][CH:8]=1)[OH:4].[CH2:12]=[O:13] |f:2.3.4,6.7|. Reactants: C(C=1C(O)=CC=CC1)(=O)OC (methyl salicylate), C=O (paraformaldehyde), C=O (paraformaldehyde). Procedure: Methyl salicylate-formaldehyde resin condensate was prepared according to the following procedure: 22.8 parts of methyl salicylate, 3 parts of paraformaldehyde, 3 parts of glacial acetic acid and 0.6 parts of zinc chloride were placed in a boiling flask fitted with reflux condenser, thermometer, stirrer and heating mantle. The mixture was heated slowly with stirring until gentle reflux conditions were reached and maintained for approximately 48 hours until the last traces of paraformaldehyde sub... The reagents and catalysts are [Cl-].[Zn+2].[Cl-] (zinc chloride). The product is C(C=1C(O)=CC=CC1)(=O)OC.C=O (Methyl salicylate formaldehyde). Run in C(C)(=O)O (acetic acid). Reactants: COC(=O)C1=CC=C2C=CNC2=C1 (methyl-indole-6-carboxylate), C(C)[Mg]Br (ethylmagnesium bromide), CC1(C(C1(C)C)C(=O)Cl)C (2,2,3,3-tetramethylcyclopropanecarbonyl chloride). Reagents/catalysts: [Cl-].[Zn+2].[Cl-] (zinc chloride). Solvent: ClCCl (dichloromethane). The product is COC(=O)C1=CC=C2C(=CNC2=C1)C(=O)C1C(C1(C)C)(C)C (3-(2,2,3,3-Tetramethyl-cyclopropanecarbonyl)-1H-indole-6-carboxylic acid methyl ester). The yield is 39.5%. RXN SMILES: [CH3:1][O:2][C:3]([C:5]1[CH:13]=[C:12]2[C:8]([CH:9]=[CH:10][NH:11]2)=[CH:7][CH:6]=1)=[O:4].C([Mg]Br)C.[CH3:18][C:19]1([CH3:27])[C:21]([CH3:23])([CH3:22])[CH:20]1[C:24](Cl)=[O:25]>ClCCl.[Cl-].[Zn+2].[Cl-]>[CH3:1][O:2][C:3]([C:5]1[CH:13]=[C:12]2[C:8]([C:9]([C:24]([CH:20]3[C:21]([CH3:23])([CH3:22])[C:19]3([CH3:27])[CH3:18])=[O:25])=[CH:10][NH:11]2)=[CH:7][CH:6]=1)=[O:4] |f:4.5.6|. Reported procedure: A mixture of methyl-indole-6-carboxylate (2.0 g, 11.4 mmol), ethylmagnesium bromide (1.0 M solution in THF, 14 mL, 14 mmol), zinc chloride (1.0 M solution in Et2O, 14 mL, 14 mmol) and the product of Example 1A (17 mmol) in 30 mL of dichloromethane was processed as described in Example 1B to provide the title compound (1.35 g, 4.5 mmol, 40% yield). MS (DCI/NH3) m/z 300 (M+H)+. Product: Cc1ccc2c(c1)nc(N)c1ncc(CCc3ccc(OCCO)cc3)cc12. RXN SMILES: [C:1]([Si:2]([CH3:3])([CH3:4])[O:6][CH2:7][CH2:8][O:9][c:10]1[cH:11][cH:12][c:13]([CH2:14][CH2:15][c:16]2[cH:17][n:18][c:19]3[c:20]([NH2:31])[n:21][c:22]4[c:23]([c:24]3[cH:25]2)[cH:26][cH:27][c:28]([CH3:30])[cH:29]4)[cH:32][cH:33]1)([CH3:5])([CH3:34])[CH3:35].[CH3:37][CH2:38][CH2:39][CH2:40][N+:41]([CH2:42][CH2:43][CH2:44][CH3:45])([CH2:46][CH2:47][CH2:48][CH3:49])[CH2:50][CH2:51][CH2:52][CH3:53].[CH3:59][CH2:60][O:61][C:62](=[O:63])[CH3:64].[F-:36].[O:54]1[CH2:55][CH2:56][CH2:57][CH2:58]1.[OH2:65]>>[OH:6][CH2:7][CH2:8][O:9][c:10]1[cH:11][cH:12][c:13]([CH2:14][CH2:15][c:16]2[cH:17][n:18][c:19]3[c:20]([NH2:31])[n:21][c:22]4[c:23]([c:24]3[cH:25]2)[cH:26][cH:27][c:28]([CH3:30])[cH:29]4)[cH:32][cH:33]1. Reactants: Cc1ccc2c(c1)nc(N)c1ncc(CCc3ccc(OCCO[Si](C)(C)C(C)(C)C)cc3)cc12, CCCC[N+](CCCC)(CCCC)CCCC, CCOC(C)=O, [F-], C1CCOC1, O. The reactants are NC=1C=NC(=CC1)C(=O)O (3-amino-pyridine-6-carboxylic acid), C(C)O (ethanol), Cl (hydrogen chloride). Conditions: temperature 23 celsius. Product: NC=1C=NC(=CC1)C(=O)OCC (ethyl 3-amino-pyridine-6-carboxylate). Reaction SMILES: [NH2:1][C:2]1[CH:3]=[N:4][C:5]([C:8]([OH:10])=[O:9])=[CH:6][CH:7]=1.Cl.[CH2:12](O)[CH3:13]>>[NH2:1][C:2]1[CH:3]=[N:4][C:5]([C:8]([O:10][CH2:12][CH3:13])=[O:9])=[CH:6][CH:7]=1. Procedure details: A stirred suspension of 3-amino-pyridine-6-carboxylic acid (25 g) in ethanol (300 mL) at 0° C. was saturated with gaseous hydrogen chloride. The mixture was allowed to warm to 23° C. and heated to reflux for 2 hours. A clear solution was obtained. After cooling to 23° C., the mixture was concentrated in vacuo, neutralized with aqueous NaHCO3 and extracted with ethyl acetate. The organic phase was washed with water, dried over MgSO4, and concentrated in vacuo to give ethyl 3-amino-pyridine-6-carb... Starting materials: ClC1=C(C=NC2=CC(=C(C=C12)OC)OC)C#N (4-chloro-6,7-dimethoxy-3-quinolinecarbonitrile), Cl.N1=CC=CC=C1 (pyridine hydrochloride), O(C1=CC=CC=C1)C1=CC=C(N)C=C1 (4-phenoxyaniline). The solvent is C(C)OCCO (2-ethoxyethanol). The product is COC=1C=C2C(=C(C=NC2=CC1OC)C#N)NC1=CC=C(C=C1)OC1=CC=CC=C1 (6,7-Dimethoxy-4-(4-phenoxy-phenylamino)-quinoline-3-carbonitrile). Isolated yield 71.2%. As a reaction SMILES: Cl[C:2]1[C:11]2[C:6](=[CH:7][C:8]([O:14][CH3:15])=[C:9]([O:12][CH3:13])[CH:10]=2)[N:5]=[CH:4][C:3]=1[C:16]#[N:17].Cl.N1C=CC=CC=1.[O:25]([C:32]1[CH:38]=[CH:37][C:35]([NH2:36])=[CH:34][CH:33]=1)[C:26]1[CH:31]=[CH:30][CH:29]=[CH:28][CH:27]=1>C(OCCO)C>[CH3:13][O:12][C:9]1[CH:10]=[C:11]2[C:6](=[CH:7][C:8]=1[O:14][CH3:15])[N:5]=[CH:4][C:3]([C:16]#[N:17])=[C:2]2[NH:36][C:35]1[CH:34]=[CH:33][C:32]([O:25][C:26]2[CH:31]=[CH:30][CH:29]=[CH:28][CH:27]=2)=[CH:38][CH:37]=1 |f:1.2|. Reported procedure: Using an analogous procedure to that described in Example 367, 248.7 mg (1 mmol) of 4-chloro-6,7-dimethoxy-3-quinolinecarbonitrile in 12 mL of 2-ethoxyethanol and in the presence of 115.6 mg (1 mmol) of pyridine hydrochloride was reacted with 222.3 mg (1.2 mmol) of 4-phenoxyaniline to give 283.0 mg (71.3%) of the product as a light yellow solid, m.p. 239-241° C., mass (electrospray, m/e): M+H 397.9. Starting materials: C(=O)C1=C(C=C(C#N)C=C1)S(=O)(=O)C (4-formyl-3-(methylsulfonyl)benzonitrile), FC(C=1C=C(C=CC1)NC(=O)N)(F)F (1-[3-(trifluoromethyl)phenyl]urea), C(CC(=O)C)(=O)OCC=C (allyl acetoacetate). Solvent: CC(C)(C)OC (MTBE). Product: C(#N)C1=CC(=C(C=C1)C1NC(N(C(=C1C(=O)OCC=C)C)C1=CC(=CC=C1)C(F)(F)F)=O)S(=O)(=O)C (Allyl(rac)-4-[4-cyano-2-(methylsulfonyl)phenyl]-6-methyl-2-oxo-1-[3-(trifluoromethyl)phenyl]-1,2,3,4-tetrahydropyrimidine-5-carboxylate). As a reaction SMILES: [CH:1]([C:3]1[CH:10]=[CH:9][C:6]([C:7]#[N:8])=[CH:5][C:4]=1[S:11]([CH3:14])(=[O:13])=[O:12])=O.[F:15][C:16]([F:28])([F:27])[C:17]1[CH:18]=[C:19]([NH:23][C:24]([NH2:26])=[O:25])[CH:20]=[CH:21][CH:22]=1.[C:29]([O:35][CH2:36][CH:37]=[CH2:38])(=[O:34])[CH2:30][C:31]([CH3:33])=O>CC(OC)(C)C>[C:7]([C:6]1[CH:9]=[CH:10][C:3]([CH:1]2[C:30]([C:29]([O:35][CH2:36][CH:37]=[CH2:38])=[O:34])=[C:31]([CH3:33])[N:23]([C:19]3[CH:20]=[CH:21][CH:22]=[C:17]([C:16]([F:27])([F:28])[F:15])[CH:18]=3)[C:24](=[O:25])[NH:26]2)=[C:4]([S:11]([CH3:14])(=[O:13])=[O:12])[CH:5]=1)#[N:8]. Procedure details: The mixture was then diluted with MTBE (450 ml), and 4-formyl-3-(methylsulfonyl)benzonitrile (22.00 g, 105 mmol; Example 4A), 1-[3-(trifluoromethyl)phenyl]urea (21.47 g, 105 mmol) and allyl acetoacetate (22.42 g, 158 mmol) were added. The mixture was stirred under reflux overnight. Since the reaction was incomplete, the reaction mixture was concentrated by distillative removal of 350 ml of MTBE. The mixture was then heated under reflux for a further 4 h. For work-up, the solvent was removed unde... Reactants: CC(=O)C(C)C (methylisopropyl ketone), C1(=CC=CC=C1)C (toluene), OO (H2O2). The reagents and catalysts are [Ti] (titanium). Solvent: O (water). Product: C1(=CC=CC=C1O)C (o-cresol), C1=C(C=CC=C1O)C (m-cresol), C1=CC(=CC=C1O)C (p-cresol). Yield: 78.0%. As a reaction SMILES: [CH3:1][C:2]([CH:4]([CH3:6])[CH3:5])=[O:3].[C:7]1([CH3:13])[CH:12]=[CH:11][CH:10]=[CH:9][CH:8]=1.OO>[Ti].O>[C:4]1([CH3:6])[C:2]([OH:3])=[CH:1][CH:8]=[CH:7][CH:5]=1.[CH:8]1[C:9]([OH:3])=[CH:10][CH:11]=[CH:12][C:7]=1[CH3:13].[CH:1]1[C:2]([OH:3])=[CH:4][CH:6]=[C:7]([CH3:12])[CH:8]=1. Procedure details: A 250-ml flask is charged with 50 mls of methylisopropyl ketone, 70 mls of toluene, 20 mls of water and 10 mls of 36% H2O2 (slowly added), 10 g of titanium silicalite. There are obtained 5.5 millimols of o-cresol (=13.7%), 3.2 millimol of m-cresol (=8.3%) and 31.2 millimol (=78%) of p-cresol, the yield relative to H2O2 being 41%. Reactants: NC1=C(N=C(S1)C1=CC=C(C=C1)Cl)C(=O)N (5-amino-2-(4-chlorophenyl)-1,3-thiazole-4-carboxamide), C([O-])([O-])=O.[K+].[K+] (potassium carbonate), BrC1=CC=C(C=N1)C(C)(C)O (2-(6-bromopyridin-3-yl)propan-2-ol), CC(C)C1=CC(=C(C(=C1)C(C)C)C2=C(C=CC=C2)P(C3CCCCC3)C4CCCCC4)C(C)C (X-PHOS). Reagents/catalysts: C=1C=CC(=CC1)/C=C/C(=O)/C=C/C2=CC=CC=C2.C=1C=CC(=CC1)/C=C/C(=O)/C=C/C2=CC=CC=C2.C=1C=CC(=CC1)/C=C/C(=O)/C=C/C2=CC=CC=C2.[Pd].[Pd] (Pd2(dba)3). Solvent: C(C)(=O)OCC (ethyl acetate). Conditions: temperature 100 celsius, time 8 hour. Yields the product ClC1=CC=C(C=C1)C=1SC(=C(N1)C(=O)N)NC1=NC=C(C=C1)C(C)(C)O (2-(4-Chlorophenyl)-5-{[5-(1-hydroxy-1-methylethyl)pyridin-2-yl]amino}-1,3-thiazole-4-carboxamide). RXN SMILES: [NH2:1][C:2]1[S:6][C:5]([C:7]2[CH:12]=[CH:11][C:10]([Cl:13])=[CH:9][CH:8]=2)=[N:4][C:3]=1[C:14]([NH2:16])=[O:15].Br[C:18]1[N:23]=[CH:22][C:21]([C:24]([OH:27])([CH3:26])[CH3:25])=[CH:20][CH:19]=1.CC(C1C=C(C(C)C)C(C2C=CC=CC=2P(C2CCCCC2)C2CCCCC2)=C(C(C)C)C=1)C.C(=O)([O-])[O-].[K+].[K+]>C(OCC)(=O)C.C1C=CC(/C=C/C(/C=C/C2C=CC=CC=2)=O)=CC=1.C1C=CC(/C=C/C(/C=C/C2C=CC=CC=2)=O)=CC=1.C1C=CC(/C=C/C(/C=C/C2C=CC=CC=2)=O)=CC=1.[Pd].[Pd]>[Cl:13][C:10]1[CH:9]=[CH:8][C:7]([C:5]2[S:6][C:2]([NH:1][C:18]3[CH:19]=[CH:20][C:21]([C:24]([OH:27])([CH3:26])[CH3:25])=[CH:22][N:23]=3)=[C:3]([C:14]([NH2:16])=[O:15])[N:4]=2)=[CH:12][CH:11]=1 |f:3.4.5,7.8.9.10.11|. Procedure: A sealed tube was charged with a stir bar, 5-amino-2-(4-chlorophenyl)-1,3-thiazole-4-carboxamide (150 mg, 0.59 mmol), 2-(6-bromopyridin-3-yl)propan-2-ol (for preparation, see WO 2004/050024 A2 Example 120 Step A) (128 mg, 0.59 mmol), Pd2(dba)3 (33 mg, 0.035 mmol), X-PHOS (85 mg, 0.177 mmol), and potassium carbonate (90 mg, 0.65 mmol). The tube was evacuated, and backfilled with argon three times. Fully degassed tert-amyl alcohol (1.2 mL) was added to the reaction vessel, which was sealed and lef...